From a dataset of the Open Reaction Database (ORD), a public repository of structured organic reaction records. describe an organic reaction: reactants, conditions, products, and yield The reactants are C1CCOC1 (THF), BrCCCC (bromobutane), BrCCCC (bromobutane), C1CCOC1 (THF), C(C)(=O)O (acetic acid). Conditions: temperature 62.5 celsius. The product is C(CCC)C1=CC=CC1 (n-butyl cyclopentadiene). Isolated yield 70.0%. Reaction SMILES: Br[CH2:2][CH2:3][CH2:4][CH3:5].[C:6](O)(=O)[CH3:7].[CH2:10]1[CH2:14]OC[CH2:11]1>>[CH2:2]([C:7]1[CH2:6][CH:11]=[CH:10][CH:14]=1)[CH2:3][CH2:4][CH3:5]. Procedure details: A solution of bromobutane (0.98 mol) in 28 grams of THF is heated to 60-65° C. A warm solution of CpMgCl in THF (1.0 mol) as produced in Example 1 is added to the bromobutane solution while maintaining a pot temperature between 60-65° C. After the addition and the consequent reaction are complete by GC analysis, the reaction mixture is cooled to ambient temperature, 25% by weight of aqueous acetic acid is added, and the organic layer is separated, washed with 10% by weight of aqueous sodium carb... The reactants are Cl.NO (Hydroxylamine hydrochloride), CNC(C(C1=CC=CC=C1)=O)=O (N-methyl-2-oxo-2-phenylacetamide). Run in N1=CC=CC=C1 (pyridine). Reaction conditions: time 10 hour. Product: ON=C(C(=O)NC)C1=CC=CC=C1 (2-(hydroxyimino)-N-methyl-2-phenylacetamide). Reaction SMILES: Cl.[NH2:2][OH:3].[CH3:4][NH:5][C:6](=[O:15])[C:7](=O)[C:8]1[CH:13]=[CH:12][CH:11]=[CH:10][CH:9]=1>N1C=CC=CC=1>[OH:3][N:2]=[C:7]([C:8]1[CH:13]=[CH:12][CH:11]=[CH:10][CH:9]=1)[C:6]([NH:5][CH3:4])=[O:15] |f:0.1|. Procedure: Hydroxylamine hydrochloride (5.96 g, 2.5 eq.) was added to a solution of N-methyl-2-oxo-2-phenylacetamide (5.6 g, 34.3 mmol) in pyridine (25 ml). After stirring for 10 h at room temperature, the excess pyridine was removed in vacuo and the residue was taken up in 250 ml of dichloromethane. The organic phase was washed with 200 ml of water and then again with aqueous hydrochloric acid (0.1 M, 250 ml). The precipitated solid was filtered off, giving 2-(hydroxyimino)-N-methyl-2-phenylacetamide as a...